Dataset: the Open Reaction Database (ORD), a public repository of structured organic reaction records. Task: describe an organic reaction: reactants, conditions, products, and yield Starting materials: C(C)OP(=O)(OCC)C(C(=O)OCC)C (ethyl 2-(diethoxyphosphoryl)propanoate), COC(C=O)OC (2,2-dimethoxy acetaldehyde), O (water). The solvent is CCCCCCC (heptane). Reaction conditions: temperature 60 celsius, time 15 hour. Yields the product COC(/C=C(/C(=O)OCC)\C)OC ((E)-ethyl 4,4-dimethoxy-2-methylbut-2-enoate). The yield is 121.4%. As a reaction SMILES: C(OP([CH:9]([CH3:15])[C:10]([O:12][CH2:13][CH3:14])=[O:11])(OCC)=O)C.[CH3:16][O:17][CH:18]([O:21][CH3:22])[CH:19]=O.O>CCCCCCC>[CH3:16][O:17][CH:18]([O:21][CH3:22])/[CH:19]=[C:9](\[CH3:15])/[C:10]([O:12][CH2:13][CH3:14])=[O:11]. Reported procedure: To a stirred solution of ethyl 2-(diethoxyphosphoryl)propanoate (450 μL, 2.1 mmol) in heptane (5 mL) was added 2,2-dimethoxy acetaldehyde (60% in water, 1.0 mL, 4.2 mmol). The solution was stirred for 15 h at 60° C. After the reaction was cooled, water was added and the mixture was extracted with CH2Cl2 and filtered through a phase separator and a silica plug. Concentration under reduced pressure afforded (E)-ethyl 4,4-dimethoxy-2-methylbut-2-enoate (480 mg, >100%). The procedure was adapted fro... The reactants are C1CCOC1, COC(=O)CCC(C(N)=O)N1Cc2c(O)cccc2C1=O, CN1CCN(Cc2ccc(CO)cc2)CC1, CC(C)OC(=O)N=NC(=O)OC(C)C. Yields the product COC(=O)CCC(C(N)=O)N1Cc2c(OCc3ccc(CN4CCN(C)CC4)cc3)cccc2C1=O. Reaction SMILES: [CH2:52]1[O:53][CH2:54][CH2:55][CH2:56]1.[CH3:1][O:2][C:3]([CH2:4][CH2:5][CH:6]([N:7]1[C:8](=[O:17])[c:9]2[cH:10][cH:11][cH:12][c:13]([OH:16])[c:14]2[CH2:15]1)[C:18]([NH2:19])=[O:20])=[O:21].[CH3:36][N:37]1[CH2:38][CH2:39][N:40]([CH2:43][c:44]2[cH:45][cH:46][c:47]([CH2:50][OH:51])[cH:48][cH:49]2)[CH2:41][CH2:42]1.[N:22]([C:23]([O:24][CH:25]([CH3:26])[CH3:27])=[O:28])=[N:29][C:30]([O:31][CH:32]([CH3:33])[CH3:34])=[O:35]>>[CH3:1][O:2][C:3]([CH2:4][CH2:5][CH:6]([N:7]1[C:8](=[O:17])[c:9]2[cH:10][cH:11][cH:12][c:13]([O:16][CH2:50][c:47]3[cH:46][cH:45][c:44]([CH2:43][N:40]4[CH2:39][CH2:38][N:37]([CH3:36])[CH2:42][CH2:41]4)[cH:49][cH:48]3)[c:14]2[CH2:15]1)[C:18]([NH2:19])=[O:20])=[O:21]. The reactants are C1CCOC1, CC(C)[Mg+], [Cl-], Cc1cnc(C#N)c(NS(=O)(=O)c2ccc(Cl)c(Cl)c2)c1, Cl[Mg]c1ccccc1, Ic1ncnc2[nH]ccc12, [Na]. Yields the product Cc1cnc(C(=O)c2ncnc3[nH]ccc23)c(NS(=O)(=O)c2ccc(Cl)c(Cl)c2)c1. As a reaction SMILES: [CH2:33]1[CH2:36][CH2:35][CH2:34][O:37]1.[CH:47]([Mg+:48])([CH3:49])[CH3:50].[Cl-:46].[Cl:2][c:3]1[cH:4][c:5]([S:10](=[O:11])(=[O:12])[NH:13][c:14]2[c:15]([C:21]#[N:22])[n:16][cH:17][c:18]([CH3:20])[cH:19]2)[cH:6][cH:7][c:8]1[Cl:9].[Cl:38][Mg:39][c:40]1[cH:41][cH:42][cH:43][cH:44][cH:45]1.[I:23][c:24]1[c:25]2[c:26]([n:27][cH:28][n:29]1)[nH:30][cH:31][cH:32]2.[Na:1]>>[Cl:2][c:3]1[cH:4][c:5]([S:10](=[O:11])(=[O:12])[NH:13][c:14]2[c:15]([C:21]([c:24]3[c:25]4[c:26]([n:27][cH:28][n:29]3)[nH:30][cH:31][cH:32]4)=[O:37])[n:16][cH:17][c:18]([CH3:20])[cH:19]2)[cH:6][cH:7][c:8]1[Cl:9]. Starting materials: ICCC1CCC2=C(CC1)C(=C(C(=C2OC)OC)OC)OC (7-(2-iodoethyl)-1,2,3,4-tetramethoxy-6,7,8,9-tetrahydro-5H-benzo[a]cycloheptene), OC1=CC=C(C(=O)[O-])C=C1 (4-hydroxybenzoate), C([O-])([O-])=O.[K+].[K+] (potassium carbonate), CN(C)C=O (DMF). The solvent is O (water). Conditions: time 12 hour. Yields the product COC1=C(C(=C(C2=C1CCC(CC2)CCOC2=CC=C(C(=O)OCC)C=C2)OC)OC)OC (Ethyl 4-[2-(1,2,3,4-Tetramethoxy-6,7,8,9-tetrahydro-5H-benzo[a]cyclohepten-7-yl)ethoxy]benzoate). RXN SMILES: I[CH2:2][CH2:3][CH:4]1[CH2:10][CH2:9][C:8]2[C:11]([O:21][CH3:22])=[C:12]([O:19][CH3:20])[C:13]([O:17][CH3:18])=[C:14]([O:15][CH3:16])[C:7]=2[CH2:6][CH2:5]1.[OH:23][C:24]1[CH:32]=[CH:31][C:27]([C:28]([O-])=[O:29])=[CH:26][CH:25]=1.[C:33](=O)([O-])[O-].[K+].[K+].CN([CH:42]=[O:43])C>O>[CH3:16][O:15][C:14]1[C:7]2[CH2:6][CH2:5][CH:4]([CH2:3][CH2:2][O:23][C:24]3[CH:32]=[CH:31][C:27]([C:28]([O:43][CH2:42][CH3:33])=[O:29])=[CH:26][CH:25]=3)[CH2:10][CH2:9][C:8]=2[C:11]([O:21][CH3:22])=[C:12]([O:19][CH3:20])[C:13]=1[O:17][CH3:18] |f:2.3.4|. Reported procedure: The mixture of 7-(2-iodoethyl)-1,2,3,4-tetramethoxy-6,7,8,9-tetrahydro-5H-benzo[a]cycloheptene (1.00 g), 4-hydroxybenzoate (593 mg), potassium carbonate (987 mg), and DMF (10 ml) was stirred at room temperature for 12 hr. The reaction mixture was diluted with water and extracted with ethyl acetate. The organic layer was washed with water and saturated aqueous sodium chloride, and dried. The solvent was removed in vacuo. The residue was purified by alumina column chromatography (hexane to hexane:... The reactants are C(C)OCCS(=O)(=O)C1=CC=C(C=C1)C(CC1CCOCC1)C1=CC=2C(=NC=C(C2)F)N1 (2-[1-[4-(2-ethoxy-ethanesulfonyl)-phenyl]-2-(tetrahydro-pyran-4-yl)-ethyl]-5-fluoro-1H-pyrrolo[2,3-b]pyridine), B(Br)(Br)Br (boron tribromide). Solvent: ClCCl (dichloromethane), ClCCl (dichloromethane). Conditions: temperature 0 celsius, time 1 hour. Yields the product FC=1C=C2C(=NC1)NC(=C2)C(CC2CCOCC2)C2=CC=C(C=C2)S(=O)(=O)CCO (2-{4-[1-(5-fluoro-1H-pyrrolo[2,3-b]pyridin-2-yl)-2-(tetrahydro-pyran-4-yl)-ethyl]-benzenesulfonyl}-ethanol). The yield is 31.2%. Reaction SMILES: C([O:3][CH2:4][CH2:5][S:6]([C:9]1[CH:14]=[CH:13][C:12]([CH:15]([C:23]2[NH:32][C:26]3=[N:27][CH:28]=[C:29]([F:31])[CH:30]=[C:25]3[CH:24]=2)[CH2:16][CH:17]2[CH2:22][CH2:21][O:20][CH2:19][CH2:18]2)=[CH:11][CH:10]=1)(=[O:8])=[O:7])C.B(Br)(Br)Br>ClCCl>[F:31][C:29]1[CH:30]=[C:25]2[CH:24]=[C:23]([CH:15]([C:12]3[CH:13]=[CH:14][C:9]([S:6]([CH2:5][CH2:4][OH:3])(=[O:7])=[O:8])=[CH:10][CH:11]=3)[CH2:16][CH:17]3[CH2:18][CH2:19][O:20][CH2:21][CH2:22]3)[NH:32][C:26]2=[N:27][CH:28]=1. Procedure details: To a solution of 2-[1-[4-(2-ethoxy-ethanesulfonyl)-phenyl]-2-(tetrahydro-pyran-4-yl)-ethyl]-5-fluoro-1H-pyrrolo[2,3-b]pyridine (95 mg, 0.2 mmol) in dichloromethane (10 mL) at 0° C. was added a solution of boron tribromide (0.1 ml, 1 mmol) in dichloromethane (10 ml). The mixture was stirred at 0° C. for 1 h. The reaction was quenched with a saturated aqueous sodium bicarbonate solution (20 mL). The mixture was extracted with dichloromethane (2×50 mL), washed with a saturated aqueous sodium bicarb...